Dataset: the Open Reaction Database (ORD), a public repository of structured organic reaction records. Task: describe an organic reaction: reactants, conditions, products, and yield Reactants: CC=1N=CN(C1)C=1C=C(C=C(C1)C(F)(F)F)N (3-(4-methyl-1H-imidazol-1-yl)-5-(trifluoromethyl)benzenamine), C[Al](C)C (AlMe3), CC(C)(C)[Si](OC=1C=C2C=CC=C(C2=CC1)C(=O)OC)(C1=CC=CC=C1)C1=CC=CC=C1 (6[[(1,1-dimethylethyl)diphenylsilyl]oxy]-1-naphthalenecarboxylic acid, methyl ester), [NH4+].[Cl-] (NH4Cl). The solvent is C1(=CC=CC=C1)C (toluene), C1(=CC=CC=C1)C (toluene). Run at temperature 100 celsius, time 45 minute. Product: CC(C)(C)[Si](OC=1C=C2C=CC=C(C2=CC1)C(=O)NC1=CC(=CC(=C1)C(F)(F)F)N1C=NC(=C1)C)(C1=CC=CC=C1)C1=CC=CC=C1 (6[[(1,1-Dimethylethyl)diphenylsilyl]oxy]-N-[3-(4-methyl-1H-imidazol-1-yl)-5-(trifluoromethyl)phenyl]-1-naphthalenecarboxamide). Reaction SMILES: [CH3:1][C:2]1[N:3]=[CH:4][N:5]([C:7]2[CH:8]=[C:9]([NH2:17])[CH:10]=[C:11]([C:13]([F:16])([F:15])[F:14])[CH:12]=2)[CH:6]=1.C[Al](C)C.[CH3:22][C:23]([Si:26]([C:48]1[CH:53]=[CH:52][CH:51]=[CH:50][CH:49]=1)([C:42]1[CH:47]=[CH:46][CH:45]=[CH:44][CH:43]=1)[O:27][C:28]1[CH:29]=[C:30]2[C:35](=[CH:36][CH:37]=1)[C:34]([C:38](OC)=[O:39])=[CH:33][CH:32]=[CH:31]2)([CH3:25])[CH3:24].[NH4+].[Cl-]>C1(C)C=CC=CC=1>[CH3:25][C:23]([Si:26]([C:42]1[CH:47]=[CH:46][CH:45]=[CH:44][CH:43]=1)([C:48]1[CH:49]=[CH:50][CH:51]=[CH:52][CH:53]=1)[O:27][C:28]1[CH:29]=[C:30]2[C:35](=[CH:36][CH:37]=1)[C:34]([C:38]([NH:17][C:9]1[CH:10]=[C:11]([C:13]([F:16])([F:14])[F:15])[CH:12]=[C:7]([N:5]3[CH:6]=[C:2]([CH3:1])[N:3]=[CH:4]3)[CH:8]=1)=[O:39])=[CH:33][CH:32]=[CH:31]2)([CH3:22])[CH3:24] |f:3.4|. Reported procedure: Under an argon atmosphere, a stirred solution of 3-(4-methyl-1H-imidazol-1-yl)-5-(trifluoromethyl)benzenamine (0.99 g, 4.1 mmol) in dry toluene (40 mL) is treated with a solution of AlMe3 (5 mL of 2 M in toluene; 10 mmol) at 40° C. After 45 min, a solution of 6[[(1,1-dimethylethyl)diphenylsilyl]oxy]-1-naphthalenecarboxylic acid, methyl ester (1.64 g, 3.72 mmol) in dry toluene (15 mL) is added and the stirred mixture is heated at 100° C. for 90 min. The cooled mixture is then added to a saturated... Reactants: CCN(C(C)C)C(C)C, O=C(Cl)CCCCl, ClCCl, Cl, NNC(=O)Cc1ccccc1. The product is O=C(CCCCl)NNC(=O)Cc1ccccc1. RXN SMILES: [CH:19]([N:20]([CH2:21][CH3:22])[CH:23]([CH3:24])[CH3:25])([CH3:26])[CH3:27].[Cl:1][CH2:2][CH2:3][CH2:4][C:5](=[O:6])[Cl:7].[Cl:29][CH2:30][Cl:31].[ClH:28].[c:8]1([CH2:14][C:15](=[O:16])[NH:17][NH2:18])[cH:9][cH:10][cH:11][cH:12][cH:13]1>>[Cl:1][CH2:2][CH2:3][CH2:4][C:5](=[O:6])[NH:18][NH:17][C:15]([CH2:14][c:8]1[cH:9][cH:10][cH:11][cH:12][cH:13]1)=[O:16].